From a dataset of the Open Reaction Database (ORD), a public repository of structured organic reaction records. describe an organic reaction: reactants, conditions, products, and yield The reactants are C(O)([O-])=O.[Na+] (sodium hydrogen carbonate), CN(C(C)=O)CCOC1=C2C(NC=NC2=CC=C1)=O (N-Methyl-N-{2-[(4-oxo-3,4-dihydroquinazolin-5-yl)oxy]ethyl}acetamide), C(C)(C)N(CC)C(C)C (diiso-propylethylamine), P(=O)(Cl)(Cl)Cl (Phosphorus oxychloride). The solvent is C(Cl)Cl (DCM). Run at temperature 0 celsius, time 2 hour. Product: ClC1=NC=NC2=CC=CC(=C12)OCCN(C(C)=O)C (N-{2-[(4-chloroquinazolin-5-yl)oxy]ethyl}-N-methylacetamide). Isolated yield 32.2%. RXN SMILES: [CH3:1][N:2]([CH2:6][CH2:7][O:8][C:9]1[CH:18]=[CH:17][CH:16]=[C:15]2[C:10]=1[C:11](=O)[NH:12][CH:13]=[N:14]2)[C:3](=[O:5])[CH3:4].C(N(C(C)C)CC)(C)C.P(Cl)(Cl)([Cl:31])=O.C(=O)([O-])O.[Na+]>C(Cl)Cl>[Cl:31][C:11]1[C:10]2[C:15](=[CH:16][CH:17]=[CH:18][C:9]=2[O:8][CH2:7][CH2:6][N:2]([CH3:1])[C:3](=[O:5])[CH3:4])[N:14]=[CH:13][N:12]=1 |f:3.4|. Procedure: N-Methyl-N-{2-[(4-oxo-3,4-dihydroquinazolin-5-yl)oxy]ethyl}acetamide (261 mg, 1.00 mmol) and diiso-propylethylamine (522 μl, 3.00 mmol) were dissolved in DCM (25 ml), and the mixture cooled to 0° C. Phosphorus oxychloride (930 μl, 10 mmol) was added drop wise; the solution was warmed to ambient temperature and stirred for 2 hours. The mixture was cooled to 0° C., and saturated sodium hydrogen carbonate solution (30 ml) was added with vigorous stirring. The stirred mixture was allowed to warm to ... The reactants are Cc1ccccc1, CN=C=O, Nc1coc2ccccc2c1=O. Yields the product CNC(=O)Nc1coc2ccccc2c1=O. Reaction SMILES: [CH3:17][c:18]1[cH:19][cH:20][cH:21][cH:22][cH:23]1.[CH3:1][N:2]=[C:3]=[O:4].[NH2:5][c:6]1[cH:7][o:8][c:9]2[cH:10][cH:11][cH:12][cH:13][c:14]2[c:15]1=[O:16]>>[CH3:1][NH:2][C:3](=[O:4])[NH:5][c:6]1[cH:7][o:8][c:9]2[cH:10][cH:11][cH:12][cH:13][c:14]2[c:15]1=[O:16]. Reactants: [H-].[Na+] (sodium hydride), C(C#C)O (prop-2-ynol), Cl (HCl), ClCC(CC(=O)OCC)=O (ethyl 4-chloroacetoacetate). Run in O1CCCC1 (tetrahydrofuran), O1CCCC1 (tetrahydrofuran), O1CCCC1 (tetrahydrofuran). Product: C(C#C)OCC(CC(=O)OCC)=O (Ethyl 4-(prop-2-ynoxy)acetoacetate). Isolated yield 95.3%. RXN SMILES: Cl[CH2:2][C:3](=[O:10])[CH2:4][C:5]([O:7][CH2:8][CH3:9])=[O:6].[H-].[Na+].[CH2:13]([OH:16])[C:14]#[CH:15].Cl>O1CCCC1>[CH2:13]([O:16][CH2:2][C:3](=[O:10])[CH2:4][C:5]([O:7][CH2:8][CH3:9])=[O:6])[C:14]#[CH:15] |f:1.2|. Procedure: A solution of ethyl 4-chloroacetoacetate (294 g) in tetrahydrofuran (200 ml) was added over 3 hours to a stirred, ice-cooled suspension of sodium hydride (150 g of a 80% dispersion in mineral oil) in tetrahydrofuran (500 ml) at such a rate than the reaction temperature remained ≤20°. A solution of prop-2-ynol (100 g) in tetrahydrofuran (200 ml) was then added over 2 hours to the above mixture with stirring and ice-cooling at such a rate that the reaction temperature never exceeded +25°. The mixt... Starting materials: [H-].[Na+] (Sodium hydride), CN(CCC(C)=O)C (4-dimethylamino-2-butanone), OC1N(C(C2=CC=CC=C12)=O)C1=NC2=NC(=CC=C2C=C1)OC (3-hydroxy-2-(7-methoxy-1,8-naphthyridin-2-yl)-1-isoindolinone). The solvent is CN(C=O)C (dimethylformamide), CN(C=O)C (dimethylformamide), C(C)(=O)OCC (ethyl acetate). Conditions: temperature -5 celsius, time 30 minute. Product: CN(CCC(CC1N(C(C2=CC=CC=C12)=O)C1=NC2=NC(=CC=C2C=C1)OC)=O)C (3-(4-dimethylamino-2-oxobutyl)-2-(7-methoxy-1,8-naphthyridin-2-yl)-1-isoindolinone). The yield is 24.7%. RXN SMILES: [H-].[Na+].O[CH:4]1[C:12]2[C:7](=[CH:8][CH:9]=[CH:10][CH:11]=2)[C:6](=[O:13])[N:5]1[C:14]1[CH:23]=[CH:22][C:21]2[C:16](=[N:17][C:18]([O:24][CH3:25])=[CH:19][CH:20]=2)[N:15]=1.[CH3:26][N:27]([CH3:33])[CH2:28][CH2:29][C:30](=[O:32])[CH3:31]>CN(C)C=O.C(OCC)(=O)C>[CH3:26][N:27]([CH3:33])[CH2:28][CH2:29][C:30](=[O:32])[CH2:31][CH:4]1[C:12]2[C:7](=[CH:8][CH:9]=[CH:10][CH:11]=2)[C:6](=[O:13])[N:5]1[C:14]1[CH:23]=[CH:22][C:21]2[C:16](=[N:17][C:18]([O:24][CH3:25])=[CH:19][CH:20]=2)[N:15]=1 |f:0.1|. Procedure details: Sodium hydride (0.7 g) is added in small portions at a temperature in the region of -5° C. to a solution, maintained under an argon atmosphere, of 3-hydroxy-2-(7-methoxy-1,8-naphthyridin-2-yl)-1-isoindolinone (8.0 g) in anhydrous dimethylformamide (125 cc). The suspension obtained is stirred for 30 minutes at a temperature in the region of -5° C. and then treated with a solution of 4-dimethylamino-2-butanone (3.5 g) in anhydrous dimethylformamide (5 cc). The mixture is stirred for 3 hours at a t... Reactants: BrCC1=NN(C2=NC=NC(=C21)Cl)C (3-bromomethyl-4-chloro-1-methyl-1H-pyrazolo[3,4-d]pyrimidine), C(C1=CC=CC=C1)OC=1C=C(C=CC1)O (3-benzyloxy-phenol), C([O-])([O-])=O.[K+].[K+] (potassium carbonate). Solvent: CN(C=O)C (dimethylformamide). Run at time 8 hour. Yields the product C(C1=CC=CC=C1)OC=1C=C(OCC2=NN(C3=NC=NC(=C32)Cl)C)C=CC1 (3-(3-benzyloxy-phenoxymethyl)-4-chloro-1-methyl-1H-pyrazolo[3,4-d]pyrimidine). RXN SMILES: Br[CH2:2][C:3]1[C:11]2[C:6](=[N:7][CH:8]=[N:9][C:10]=2[Cl:12])[N:5]([CH3:13])[N:4]=1.[CH2:14]([O:21][C:22]1[CH:23]=[C:24]([OH:28])[CH:25]=[CH:26][CH:27]=1)[C:15]1[CH:20]=[CH:19][CH:18]=[CH:17][CH:16]=1.C(=O)([O-])[O-].[K+].[K+]>CN(C)C=O>[CH2:14]([O:21][C:22]1[CH:23]=[C:24]([CH:25]=[CH:26][CH:27]=1)[O:28][CH2:2][C:3]1[C:11]2[C:6](=[N:7][CH:8]=[N:9][C:10]=2[Cl:12])[N:5]([CH3:13])[N:4]=1)[C:15]1[CH:16]=[CH:17][CH:18]=[CH:19][CH:20]=1 |f:2.3.4|. Reported procedure: A mixture of 3-bromomethyl-4-chloro-1-methyl-1H-pyrazolo[3,4-d]pyrimidine (90.2 mg, 0.28 mmol, Example 5), 3-benzyloxy-phenol (75.2 mg, 0.36 mmol, TCl) and potassium carbonate (59.6 mg, 0.43 mmol) in dimethylformamide was stirred at room temperature overnight. The resulting mixture was concentrated under reduced pressure and the residue was dissolved in ethyl acetate, washed with water and brine, and dried and concentrated. The crude product was either used directly in the next step (described i... The reactants are COC1=CC=C(C=C1)S (4-methoxybenzenethiol), ClC=1C(=CC2=C(C=C(C(O2)C(F)(F)F)C(=O)OCC)C1)F (ethyl 6-chloro-7-fluoro-2-(trifluoromethyl)-2H-1-benzopyran-3-carboxylate), Cl. Yields the product ClC=1C(=CC2=C(C=C(C(O2)C(F)(F)F)C(=O)O)C1)SC1=CC=C(C=C1)OC (6-Chloro-7-[(4-methoxyphenyl)thio]-2-(trifluoromethyl)-2H-1-benzopyran-3-carboxylic Acid). As a reaction SMILES: [CH3:1][O:2][C:3]1[CH:8]=[CH:7][C:6]([SH:9])=[CH:5][CH:4]=1.[Cl:10][C:11]1[C:12](F)=[CH:13][C:14]2[O:19][CH:18]([C:20]([F:23])([F:22])[F:21])[C:17]([C:24]([O:26]CC)=[O:25])=[CH:16][C:15]=2[CH:29]=1>>[Cl:10][C:11]1[C:12]([S:9][C:6]2[CH:7]=[CH:8][C:3]([O:2][CH3:1])=[CH:4][CH:5]=2)=[CH:13][C:14]2[O:19][CH:18]([C:20]([F:22])([F:21])[F:23])[C:17]([C:24]([OH:26])=[O:25])=[CH:16][C:15]=2[CH:29]=1. Procedure: The title compound was prepared from 4-methoxybenzenethiol and ethyl 6-chloro-7-fluoro-2-(trifluoromethyl)-2H-1-benzopyran-3-carboxylate (Example 183, Step 2) via a procedure similar to that described in Example 183, Steps 3 and 4: mp 239.4-242.3° C. 1H NMR (acetone-d6/300 MHz) 7.84 (s, 1H), 7.55 (m, 3H), 7.16 (d, 2H, J=8.7 Hz), 6.20 (s, 1H), 5.75 (q, 1H, J=7.0 Hz), 3.90 (s, 3H). 19F NMR (acetone-d6/282 MHz) −79.4 (d, J=6.5 Hz) ESLRMS m/z 415 (M−H). ESHRMS m/z 415.0005 (M−H, Calc'd 415.0019). An...